From a dataset of the Open Reaction Database (ORD), a public repository of structured organic reaction records. describe an organic reaction: reactants, conditions, products, and yield Starting materials: crude product, C(C)=O (acetaldehyde), C(CCC)[Li] (n-butyllithium), CCCCCC (hexane), Cl (hydrogen chloride), amine, imine, aminal, BrC1=C(N)C(=CC(=C1)Cl)Br (2,6-dibromo-4-chloroaniline). The solvent is C1CCOC1 (THF), C1CCOC1 (THF), C1CCOC1 (THF). Conditions: temperature -20 celsius, time 5 minute. Yields the product NC1=C(C=C(C=C1Br)Cl)C(C)O (1-(2-Amino-3-bromo-5-chloro-phenyl)-ethanol). RXN SMILES: Br[C:2]1[CH:8]=[C:7]([Cl:9])[CH:6]=[C:5]([Br:10])[C:3]=1[NH2:4].C([Li])CCC.CCCCCC.[CH:22](=[O:24])[CH3:23].Cl>C1COCC1>[NH2:4][C:3]1[C:5]([Br:10])=[CH:6][C:7]([Cl:9])=[CH:8][C:2]=1[CH:22]([OH:24])[CH3:23]. Procedure details: At −78° C. under nitrogen 1.8 M phenyl magnesium chloride solution in THF (3.06 ml, 5.5 mmol) were added dropwise to 2,6-dibromo-4-chloroaniline (1.426 g, 5.0 mmol) in THF (25 ml). The clear solution was warmed to −20° C. and stirred at this temperature for 5 minutes. The clear yellow solution was cooled to −78° C. and 1.6 M n-butyllithium solution in hexane (6.25 ml, 10 mmol) was added dropwise. The reaction was warmed to −10° C. and again cooled to −78° C. at which temperature acetaldehyde (44... The reactants are Cl.N1=CC=CC=C1 (pyridine hydrochloride), BrC1=CC=C(C=C1)O (4-bromophenol), C([O-])([O-])=O.[K+].[K+] (potassium carbonate). The solvent is C(C)C(=O)C (methyl ethyl ketone). Conditions: temperature 60 celsius, time 4 hour. Product: BrC1=CC=C(OCC=2C=NC=CC2)C=C1 (3-[(4-bromophenoxy)methyl]-pyridine). The yield is 49.0%. RXN SMILES: Cl.[N:2]1[CH:7]=[CH:6][CH:5]=[CH:4][CH:3]=1.[Br:8][C:9]1[CH:14]=[CH:13][C:12]([OH:15])=[CH:11][CH:10]=1.[C:16](=O)([O-])[O-].[K+].[K+]>C(C(C)=O)C>[Br:8][C:9]1[CH:14]=[CH:13][C:12]([O:15][CH2:16][C:4]2[CH:3]=[N:2][CH:7]=[CH:6][CH:5]=2)=[CH:11][CH:10]=1 |f:0.1,3.4.5|. Reported procedure: A mixture of 12.75 g (77.73 mmol) of 3-chloromethyl)pyridine hydrochloride, 13.45 g (77.73 mmol) of 4-bromophenol and 27.6 g (200 mmol) of potassium carbonate in 100 ml of methyl ethyl ketone is stirred at room temperature for 24 hr and at 60° C. for 4 hr. The solids are filtered and the filtrate is concentrated. The residue is partitioned between water and diethyl ether. The ethereal layer is washed with 2N NaOH and water, and is dried and concentrated. The resulting oil (12.9 g, 49% yield) sol... Starting materials: ClC1=NC(=CC(=C1)I)Cl (2,6-dichloro-4-iodopyridine), C1(CC(CCC1)N)N (cyclohexane-1,3-diamine). Run in CCOC(=O)C (EtOAc). Conditions: temperature 120 celsius. The product is ClC1=CC(=CC(=N1)NC1CC(CCC1)N)I (N1-(6-chloro-4-iodopyridin-2-yl)cyclohexane-1,3-diamine). Isolated yield 81.6%. As a reaction SMILES: Cl[C:2]1[CH:7]=[C:6]([I:8])[CH:5]=[C:4]([Cl:9])[N:3]=1.[CH:10]1([NH2:17])[CH2:15][CH2:14][CH2:13][CH:12]([NH2:16])[CH2:11]1>CCOC(C)=O>[Cl:9][C:4]1[N:3]=[C:2]([NH:16][CH:12]2[CH2:13][CH2:14][CH2:15][CH:10]([NH2:17])[CH2:11]2)[CH:7]=[C:6]([I:8])[CH:5]=1. Reported procedure: A mixture of 2,6-dichloro-4-iodopyridine (2.500 g, 9.13 mmol) and cyclohexane-1,3-diamine (4.44 mL, 36.5 mmol) was heated at 120° C. in a capped vial for 2 hours. While warm, the reaction mixture was treated with EtOAc and washed with water (3×). The organic layer was dried and concentrated to give 2.62 g of the crude title compound. This material was carried into the next step without further purification. The reactants are FC(NC(=O)N(O)C1=CC=CC=C1)(F)F (1-Trifluoromethyl-3-phenyl-3-hydroxyurea), [OH-].[Na+] (sodium hydroxide), ClC(=O)OCC (Ethyl chloroformate). Conditions: time 0.5 hour. Product: C1(=CC=CC=C1)N1OC(N(C1=O)C(F)(F)F)=O (2-phenyl-4-trifluoromethyl-1,2,4-oxadiazolidine-3,5-dione). Reaction SMILES: [F:1][C:2]([F:15])([F:14])[NH:3][C:4]([N:6]([C:8]1[CH:13]=[CH:12][CH:11]=[CH:10][CH:9]=1)[OH:7])=[O:5].[OH-].[Na+].Cl[C:19](OCC)=[O:20]>>[C:8]1([N:6]2[C:4](=[O:5])[N:3]([C:2]([F:14])([F:15])[F:1])[C:19](=[O:20])[O:7]2)[CH:13]=[CH:12][CH:11]=[CH:10][CH:9]=1 |f:1.2|. Procedure details: 1-Trifluoromethyl-3-phenyl-3-hydroxyurea (11 grams; 0.05 mol) is dissolved in a cooled (10°C) 2N aqueous sodium hydroxide solution (35 ml). Ethyl chloroformate (6 ml; 0.06 mol) is added dropwise at 10° to 15°C with stirring. Stirring is continued for a period of about 1/2 hour after the addition is completed resulting in the formation of a precipitate. The precipitate is recovered by filtration, washed with water and dried to yield 2-phenyl-4-trifluoromethyl-1,2,4-oxadiazolidine-3,5-dione. RXN SMILES: [NH2:1][c:2]1[cH:3][cH:4][cH:5][c:6]2[cH:7][cH:8][nH:9][c:10]12.[S:11]([NH2:12])(=[O:13])(=[O:14])[c:15]1[cH:16][cH:17][c:18]([S:21](=[O:22])(=[O:23])[Cl:24])[cH:19][cH:20]1.[cH:25]1[cH:26][cH:27][n:28][cH:29][cH:30]1>>[NH:1]([c:2]1[cH:3][cH:4][cH:5][c:6]2[cH:7][cH:8][nH:9][c:10]12)[S:21]([c:18]1[cH:17][cH:16][c:15]([S:11]([NH2:12])(=[O:13])=[O:14])[cH:20][cH:19]1)(=[O:22])=[O:23]. Starting materials: Nc1cccc2cc[nH]c12, NS(=O)(=O)c1ccc(S(=O)(=O)Cl)cc1, c1ccncc1. Yields the product NS(=O)(=O)c1ccc(S(=O)(=O)Nc2cccc3cc[nH]c23)cc1. Starting materials: C(#C)C1=CC=C(C=C1)C1CCN(CC1)C(=O)OC(C)(C)C (tert-butyl 4-(4-ethynylphenyl)piperidine-1-carboxylate), C(#C)C1=CC=C(C=C1)C1CCN(CC1)C(=O)OC(C)(C)C (tert-butyl 4-(4-ethynylphenyl)piperidine-1-carboxylate), Cl (Hydrogen chloride). The solvent is C(C)(=O)OCC (ethyl acetate). Reaction conditions: time 1 hour. Yields the product Cl.C(#C)C1=CC=C(C=C1)C1CCNCC1 (4-(4-Ethynylphenyl)piperidine hydrochloride). Isolated yield 81.0%. As a reaction SMILES: [C:1]([C:3]1[CH:8]=[CH:7][C:6]([CH:9]2[CH2:14][CH2:13][N:12](C(OC(C)(C)C)=O)[CH2:11][CH2:10]2)=[CH:5][CH:4]=1)#[CH:2].[ClH:22]>C(OCC)(=O)C>[ClH:22].[C:1]([C:3]1[CH:8]=[CH:7][C:6]([CH:9]2[CH2:10][CH2:11][NH:12][CH2:13][CH2:14]2)=[CH:5][CH:4]=1)#[CH:2] |f:3.4|. Procedure details: Into a 100-mL round-bottom flask, was placed a solution of tert-butyl 4-(4-ethynylphenyl)piperidine-1-carboxylate (compound 76.3, 1.0 g, 3.5 mmol) in ethyl acetate (20 mL). Hydrogen chloride (g) was introduced by bubbling through the solution and the resulting solution was stirred for 1 hour at room temperature. The solids that formed were collected by filtration and washed with hexanes (3×10 mL) to yield the title compound as a brown solid (630 mg, 81%). Starting materials: C(C)(=O)C1(CCC1)C1=CC(=C(C=C1)Cl)Cl (1-acetyl-1-(3,4-dichlorophenyl)cyclobutane), Cl.NCC(=O)N (glycinamide hydrochloride), C(#N)[BH3-].[Na+] (sodium cyanoborohydride), C(\C=C/C(=O)O)(=O)O (maleic acid), Cl (hydrochloric acid). Solvent: CC(=O)C (acetone), CCOCC (Ether), O (water), CO (methanol), CCOCC (ether), CCOCC (ether). Conditions: time 2 hour. Yields the product Cl.ClC=1C=C(C=CC1Cl)C1(CCC1)C(C)NCC(=O)N (2-{1-[1-(3,4-dichlorophenyl)cyclobutyl]ethylamino}acetamide hydrochloride). As a reaction SMILES: [C:1]([C:4]1([C:8]2[CH:13]=[CH:12][C:11]([Cl:14])=[C:10]([Cl:15])[CH:9]=2)[CH2:7][CH2:6][CH2:5]1)(=O)[CH3:2].Cl.[NH2:17][CH2:18][C:19]([NH2:21])=[O:20].C([BH3-])#N.[Na+].Cl.C(O)(=O)/C=C\C(O)=O>CO.CCOCC.CC(C)=O.O>[ClH:14].[Cl:15][C:10]1[CH:9]=[C:8]([C:4]2([CH:1]([NH:17][CH2:18][C:19]([NH2:21])=[O:20])[CH3:2])[CH2:7][CH2:6][CH2:5]2)[CH:13]=[CH:12][C:11]=1[Cl:14] |f:1.2,3.4,11.12|. Procedure details: A mixture of 1-acetyl-1-(3,4-dichlorophenyl)cyclobutane (2.43 g), glycinamide hydrochloride (2.21 g) powdered potassium hydroxide (1.2 g) and sodium cyanoborohydride (1.5 g) in methanol (20 ml) was stirred at 0°-5° C. for 2 hours then for a total of 10 days at ambient temperature. The mixture was cooled and 5N hydrochloric acid added. The mixture was then basified, extracted into ether, washed with water, dried and evaporated to give an oil. This oil was dissolved in ether and a solution of male...